This data is from the Open Reaction Database (ORD), a public repository of structured organic reaction records. The task is: describe an organic reaction: reactants, conditions, products, and yield The reactants are Cl (hydrogen chloride), COC(CN1C2=C(NC[C@@H](C1=O)NC(=O)OC(C)(C)C)C=CC=C2)=O ((3(S)-tert-butoxycarbonylamino-2-oxo-2,3,4,5-tetrahydro-benzo[b][1,4]diazepin-1-yl)acetic acid methyl ester). Run in C(C)(=O)OCC (ethyl acetate). Reaction conditions: time 1 hour. The product is Cl.COC(CN1C2=C(NC[C@@H](C1=O)N)C=CC=C2)=O (2-oxo-3(S)-amino-2,3,4,5-tetrahydrobenzo[b][1,4]diazepin-1-yl acetic acid methyl ester hydrochloride). As a reaction SMILES: [ClH:1].[CH3:2][O:3][C:4](=[O:26])[CH2:5][N:6]1[C:12](=[O:13])[C@@H:11]([NH:14]C(OC(C)(C)C)=O)[CH2:10][NH:9][C:8]2[CH:22]=[CH:23][CH:24]=[CH:25][C:7]1=2>C(OCC)(=O)C>[ClH:1].[CH3:2][O:3][C:4](=[O:26])[CH2:5][N:6]1[C:12](=[O:13])[C@@H:11]([NH2:14])[CH2:10][NH:9][C:8]2[CH:22]=[CH:23][CH:24]=[CH:25][C:7]1=2 |f:3.4|. Procedure details: Anhydrous hydrogen chloride was bubbled into a solution of (3(S)-tert-butoxycarbonylamino-2-oxo-2,3,4,5-tetrahydro-benzo[b][1,4]diazepin-1-yl)acetic acid methyl ester (103, 1 g, 2.86 mmol) in 25 ml of ethyl acetate for 2 minutes then stirred for 1 hour at room temperature. The reaction was evaporated to give 2-oxo-3(S)-amino-2,3,4,5-tetrahydrobenzo[b][1,4]diazepin-1-yl acetic acid methyl ester hydrochloride as a white solid. The hydrochloride salt and hydrocinnamic acid (0.47 g, 3.15 mmol) were ... The reactants are O=C1OC(=O)C2=C1CCCC2, C1CCNCC1, CC(=O)O, Cc1ccccc1, CCCCCOC(=O)COc1cc(N)c(F)cc1Cl, O. Yields the product CCCCCOC(=O)COc1cc(N2C(=O)C3=C(CCCC3)C2=O)c(F)cc1Cl. As a reaction SMILES: [C:20]1(=[O:30])[C:21]2=[C:22]([C:23](=[O:24])[O:25]1)[CH2:26][CH2:27][CH2:28][CH2:29]2.[CH2:31]1[CH2:32][CH2:33][NH:34][CH2:35][CH2:36]1.[CH3:37][C:38](=[O:39])[OH:40].[CH3:42][c:43]1[cH:44][cH:45][cH:46][cH:47][cH:48]1.[Cl:1][c:2]1[cH:3][c:4]([F:19])[c:5]([NH2:6])[cH:7][c:8]1[O:9][CH2:10][C:11](=[O:12])[O:13][CH2:14][CH2:15][CH2:16][CH2:17][CH3:18].[OH2:41]>>[Cl:1][c:2]1[cH:3][c:4]([F:19])[c:5]([N:6]2[C:20](=[O:25])[C:21]3=[C:22]([C:23]2=[O:24])[CH2:26][CH2:27][CH2:28][CH2:29]3)[cH:7][c:8]1[O:9][CH2:10][C:11](=[O:12])[O:13][CH2:14][CH2:15][CH2:16][CH2:17][CH3:18]. Starting materials: BrCC=1C=C(OCC2=NC3=CC(=CC=C3C=C2)Cl)C=CC1 (2-((3-(bromomethyl)phenoxy)methyl)-7-chloroquinoline), C1(=CC=CC=C1)P(C1=CC=CC=C1)C1=CC=CC=C1 (triphenylphosphine), CCOCC (ether). The solvent is CC#N (CH3CN). Reaction conditions: time 20 hour. Product: [Br-].ClC1=CC=C2C=CC(=NC2=C1)COC=1C=C(C=CC1)C[P+](C1=CC=CC=C1)(C1=CC=CC=C1)C1=CC=CC=C1 (((3-((7-chloro-2-quinolinyl)methoxy)phenyl)methyl)triphenylphosphonium bromide). The yield is 98.5%. Reaction SMILES: [Br:1][CH2:2][C:3]1[CH:4]=[C:5]([CH:19]=[CH:20][CH:21]=1)[O:6][CH2:7][C:8]1[CH:17]=[CH:16][C:15]2[C:10](=[CH:11][C:12]([Cl:18])=[CH:13][CH:14]=2)[N:9]=1.[C:22]1([P:28]([C:35]2[CH:40]=[CH:39][CH:38]=[CH:37][CH:36]=2)[C:29]2[CH:34]=[CH:33][CH:32]=[CH:31][CH:30]=2)[CH:27]=[CH:26][CH:25]=[CH:24][CH:23]=1.CCOCC>CC#N>[Br-:1].[Cl:18][C:12]1[CH:11]=[C:10]2[C:15]([CH:16]=[CH:17][C:8]([CH2:7][O:6][C:5]3[CH:4]=[C:3]([CH2:2][P+:28]([C:29]4[CH:30]=[CH:31][CH:32]=[CH:33][CH:34]=4)([C:35]4[CH:40]=[CH:39][CH:38]=[CH:37][CH:36]=4)[C:22]4[CH:23]=[CH:24][CH:25]=[CH:26][CH:27]=4)[CH:21]=[CH:20][CH:19]=3)=[N:9]2)=[CH:14][CH:13]=1 |f:4.5|. Reported procedure: The bromide of Step 3 (26.45 g, 72.9 mmol) and triphenylphosphine (28.7 g, 109 mmol) were heated to reflux in CH3CN (250 mL) for 7 hours. At r.t., ether was added and an oil separated, which crystallized on trituration. The solid was filtered and was swished with ether for 20 hours to yield 44.87 g (98%) of the title phosphonium salt. Reactants: CCN=C=NCCCN(C)C, Cc1cccc(NC2CCNCC2)c1C, CCN(C(C)C)C(C)C, Cl, Cl, Cl, CN(C)C=O, O, On1nnc2ccccc21, O=C(O)CNC(=O)c1cc(-c2ccccc2)[nH]n1. Product: Cc1cccc(NC2CCN(C(=O)CNC(=O)c3cc(-c4ccccc4)[nH]n3)CC2)c1C. As a reaction SMILES: [CH3:38][CH2:39][N:40]=[C:41]=[N:42][CH2:43][CH2:44][CH2:45][N:46]([CH3:47])[CH3:48].[CH3:52][c:53]1[c:54]([NH:60][CH:61]2[CH2:62][CH2:63][NH:64][CH2:65][CH2:66]2)[cH:55][cH:56][cH:57][c:58]1[CH3:59].[CH:19]([N:20]([CH2:21][CH3:22])[CH:23]([CH3:24])[CH3:25])([CH3:26])[CH3:27].[ClH:49].[ClH:50].[ClH:51].[O:67]=[CH:68][N:69]([CH3:70])[CH3:71].[OH2:72].[OH:28][n:29]1[c:30]2[c:31]([cH:32][cH:33][cH:34][cH:35]2)[n:36][n:37]1.[c:1]1(-[c:7]2[cH:8][c:9]([C:12](=[O:13])[NH:14][CH2:15][C:16](=[O:17])[OH:18])[n:10][nH:11]2)[cH:2][cH:3][cH:4][cH:5][cH:6]1>>[c:1]1(-[c:7]2[cH:8][c:9]([C:12](=[O:13])[NH:14][CH2:15][C:16](=[O:18])[N:64]3[CH2:63][CH2:62][CH:61]([NH:60][c:54]4[c:53]([CH3:52])[c:58]([CH3:59])[cH:57][cH:56][cH:55]4)[CH2:66][CH2:65]3)[n:10][nH:11]2)[cH:2][cH:3][cH:4][cH:5][cH:6]1. Reactants: NC1=CC=C(C(=O)O)C=C1 (4-aminobenzoic acid), C(C=C)(=O)OCC (ethyl acrylate). The solvent is C(C)(=O)O (acetic acid). Product: C(=O)(O)C1=CC=C(C=C1)NCCC(=O)OCC (ethyl 3-[4-(carboxy)phenylamino]propionate). The yield is 63.2%. Reaction SMILES: [NH2:1][C:2]1[CH:10]=[CH:9][C:5]([C:6]([OH:8])=[O:7])=[CH:4][CH:3]=1.[C:11]([O:15][CH2:16][CH3:17])(=[O:14])[CH:12]=[CH2:13]>C(O)(=O)C>[C:6]([C:5]1[CH:9]=[CH:10][C:2]([NH:1][CH2:13][CH2:12][C:11]([O:15][CH2:16][CH3:17])=[O:14])=[CH:3][CH:4]=1)([OH:8])=[O:7]. Reported procedure: A solution of 4-aminobenzoic acid (6.85 g, 0.05 mol) and ethyl acrylate (15 g, 0.15 mol) in acetic acid (40 mL) was heated to 100° C. for 15 h. The solid which formed was filtered, washed with hexane and dried to give of the title compound (7.5 g, 63%). Reactants: C(=O)OC1CCN(CC1)C(=O)OCC1=CC=CC=C1 (benzyl 4-formyloxypiperidine-1-carboxylate), O (water), [Br-].C1(=CC=CC=C1)[P+](CC1=CC=C(C=C1)C(F)(F)F)(C1=CC=CC=C1)C1=CC=CC=C1 (Triphenyl-(4-trifluoromethylbenzyl)-phosphonium bromide), [H-].[Na+] (sodium hydride). Run in CS(=O)C (DMSO), CS(=O)C (DMSO). Reaction conditions: time 1 hour. The product is FC(C1=CC=C(C=C1)C=COC1CCN(CC1)C(=O)OCC1=CC=CC=C1)(F)F (benzyl 4-[2-(4-trifluoromethylphenyl)-vinyloxy]piperidin-1-carboxylate). RXN SMILES: [Br-].C1([P+](C2C=CC=CC=2)(C2C=CC=CC=2)[CH2:9][C:10]2[CH:15]=[CH:14][C:13]([C:16]([F:19])([F:18])[F:17])=[CH:12][CH:11]=2)C=CC=CC=1.[H-].[Na+].[CH:34]([O:36][CH:37]1[CH2:42][CH2:41][N:40]([C:43]([O:45][CH2:46][C:47]2[CH:52]=[CH:51][CH:50]=[CH:49][CH:48]=2)=[O:44])[CH2:39][CH2:38]1)=O.O>CS(C)=O>[F:19][C:16]([F:17])([F:18])[C:13]1[CH:12]=[CH:11][C:10]([CH:9]=[CH:34][O:36][CH:37]2[CH2:42][CH2:41][N:40]([C:43]([O:45][CH2:46][C:47]3[CH:52]=[CH:51][CH:50]=[CH:49][CH:48]=3)=[O:44])[CH2:39][CH2:38]2)=[CH:15][CH:14]=1 |f:0.1,2.3|. Reported procedure: Triphenyl-(4-trifluoromethylbenzyl)-phosphonium bromide (3.00 g, 5.98 mmol) was dissolved in DMSO (50 ml). To the solution, sodium hydride (0.239 g, 5.98 mmol) was added with cooling on ice-bath followed by stirring at room temperature for 1 hour. To the solution, a solution of benzyl 4-formyloxypiperidine-1-carboxylate (1.497 g, 5.69 mmol) in DMSO (10 ml) was added dropwise followed by stirring at 60° C. for 7 hours. The reaction mixture was added water and extracted with ethyl acetate twice. T... Starting materials: O=C([O-])[O-], [CH3], CC(C)Cn1c(N=CN(C)C)nc2ccc(-c3[nH]c(-c4c(Cl)cccc4Cl)nc3-c3ccccc3)nc21, [Cs+], [Cs+], CI, CN(C)C=O. Yields the product CC(C)Cn1c(N=CN(C)C)nc2ccc(-c3c(-c4ccccc4)nc(-c4c(Cl)cccc4Cl)n3C)nc21. As a reaction SMILES: [C:40](=[O:41])([O-:42])[O-:43].[CH3:46].[Cl:1][c:2]1[c:3](-[c:9]2[n:10][c:11](-[c:32]3[cH:33][cH:34][cH:35][cH:36][cH:37]3)[c:12](-[c:14]3[cH:15][cH:16][c:17]4[c:18]([n:19]3)[n:20]([CH2:28][CH:29]([CH3:30])[CH3:31])[c:21]([N:23]=[CH:24][N:25]([CH3:26])[CH3:27])[n:22]4)[nH:13]2)[c:4]([Cl:8])[cH:5][cH:6][cH:7]1.[Cs+:44].[Cs+:45].[I:38][CH3:39].[O:47]=[CH:48][N:49]([CH3:50])[CH3:51]>>[Cl:1][c:2]1[c:3](-[c:9]2[n:10][c:11](-[c:32]3[cH:33][cH:34][cH:35][cH:36][cH:37]3)[c:12](-[c:14]3[cH:15][cH:16][c:17]4[c:18]([n:19]3)[n:20]([CH2:28][CH:29]([CH3:30])[CH3:31])[c:21]([N:23]=[CH:24][N:25]([CH3:26])[CH3:27])[n:22]4)[n:13]2[CH3:40])[c:4]([Cl:8])[cH:5][cH:6][cH:7]1.